This data is from the Open Reaction Database (ORD), a public repository of structured organic reaction records. The task is: describe an organic reaction: reactants, conditions, products, and yield Starting materials: CCOC(=O)CN, CCN=C=NCCCN(C)C, CCN(C(C)C)C(C)C, Cl, Cl, O=C(O)c1ccc(Oc2ccccc2)cc1, CN(C)C=O, O, On1nnc2ccccc21. The product is CCOC(=O)CNC(=O)c1ccc(Oc2ccccc2)cc1. As a reaction SMILES: [CH2:49]([CH3:50])[O:51][C:52]([CH2:53][NH2:54])=[O:55].[CH3:36][CH2:37][N:38]=[C:39]=[N:40][CH2:41][CH2:42][CH2:43][N:44]([CH3:45])[CH3:46].[CH:1]([N:2]([CH2:3][CH3:4])[CH:5]([CH3:6])[CH3:7])([CH3:8])[CH3:9].[ClH:47].[ClH:48].[O:10]([c:11]1[cH:12][cH:13][cH:14][cH:15][cH:16]1)[c:17]1[cH:18][cH:19][c:20]([C:21](=[O:22])[OH:23])[cH:24][cH:25]1.[O:56]=[CH:57][N:58]([CH3:59])[CH3:60].[OH2:61].[OH:26][n:27]1[c:28]2[c:29]([cH:30][cH:31][cH:32][cH:33]2)[n:34][n:35]1>>[O:10]([c:11]1[cH:12][cH:13][cH:14][cH:15][cH:16]1)[c:17]1[cH:18][cH:19][c:20]([C:21](=[O:23])[NH:54][CH2:53][C:52]([O:51][CH2:49][CH3:50])=[O:55])[cH:24][cH:25]1. The reactants are Br, CC(=O)O, COc1ccc(-c2ccc3[nH]c(=O)c(-c4nc5ccccc5[nH]4)c(NC4CN5CCC4CC5)c3c2)cc1, [Na+], [OH-]. Yields the product O=c1[nH]c2ccc(-c3ccc(O)cc3)cc2c(NC2CN3CCC2CC3)c1-c1nc2ccccc2[nH]1. As a reaction SMILES: [BrH:40].[C:41]([OH:42])(=[O:43])[CH3:44].[N:1]12[CH2:2][CH:3]([NH:9][c:10]3[c:11](-[c:29]4[n:30][c:31]5[c:32]([nH:33]4)[cH:34][cH:35][cH:36][cH:37]5)[c:12](=[O:28])[nH:13][c:14]4[cH:15][cH:16][c:17](-[c:20]5[cH:21][cH:22][c:23]([O:26][CH3:27])[cH:24][cH:25]5)[cH:18][c:19]34)[CH:4]([CH2:5][CH2:6]1)[CH2:7][CH2:8]2.[Na+:39].[OH-:38]>>[N:1]12[CH2:2][CH:3]([NH:9][c:10]3[c:11](-[c:29]4[nH:30][c:31]5[c:32]([n:33]4)[cH:34][cH:35][cH:36][cH:37]5)[c:12](=[O:28])[nH:13][c:14]4[cH:15][cH:16][c:17](-[c:20]5[cH:21][cH:22][c:23]([OH:26])[cH:24][cH:25]5)[cH:18][c:19]34)[CH:4]([CH2:5][CH2:6]1)[CH2:7][CH2:8]2.